This data is from the Open Reaction Database (ORD), a public repository of structured organic reaction records. The task is: describe an organic reaction: reactants, conditions, products, and yield Reactants: [Si](C)(C)(C(C)(C)C)OC1=NC(=NC(=C1)O[Si](C)(C)C(C)(C)C)SC(C)C1=NC=CC=C1 (4,6-di-(tert-butyldimethylsilyloxy)-2-(1-(2-pyridyl)ethyl)thio-pyrimidine), Cl (HCl). Solvent: O1CCCC1 (tetrahydrofuran). Reaction conditions: time 30 minute. Yields the product Cl.OC1=NC(=NC(=C1)O)SC(C)C1=NC=CC=C1 (4,6-dihydroxy-2-(1-(2-pyridyl)ethyl)thio-pyrimidine hydrochloride). Isolated yield 111.1%. Reaction SMILES: [Si]([O:8][C:9]1[CH:14]=[C:13]([O:15][Si](C(C)(C)C)(C)C)[N:12]=[C:11]([S:23][CH:24]([C:26]2[CH:31]=[CH:30][CH:29]=[CH:28][N:27]=2)[CH3:25])[N:10]=1)(C(C)(C)C)(C)C.[ClH:32]>O1CCCC1>[ClH:32].[OH:15][C:13]1[CH:14]=[C:9]([OH:8])[N:10]=[C:11]([S:23][CH:24]([C:26]2[CH:31]=[CH:30][CH:29]=[CH:28][N:27]=2)[CH3:25])[N:12]=1 |f:3.4|. Procedure details: A solution of 4,6-di-(tert-butyldimethylsilyloxy)-2-(1-(2-pyridyl)ethyl)thio-pyrimidine (1.23 g, 2.58 mmol) in 8 ml of tetrahydrofuran is treated with 2 N HCl (5.2 ml, 10.31 mmol, 4.0 equiv.) at room temperature. After 30 min, the reaction mixture is concentrated directly at reduced pressure, diluted with toluene and reconcentrated again. The resulting white solid is triturated with methylene chloride, collected and dried to obtain 0.819 g of crude 4,6-dihydroxy-2-(1-(2-pyridyl)ethyl)thio-pyrimi... Reactants: solution, FC=1C=CC(=NC1)C(=O)C1=NC2=CC=CC=C2C(=N1)NC1=NNC(=C1)C ((5-fluoropyridin-2-yl)(4-(5-methyl-1H-pyrazol-3-ylamino)quinazolin-2-yl)methanone), Cl.O(C)N (methoxylamine hydrochloride). Run in CCO (EtOH). Run at temperature 60 celsius. Yields the product CON=C(C1=NC2=CC=CC=C2C(=N1)NC1=NNC(=C1)C)C1=NC=C(C=C1)F ((5-fluoropyridin-2-yl)(4-(5-methyl-1H-pyrazol-3-ylamino)quinazolin-2-yl)methanone O-methyl oxime). RXN SMILES: [F:1][C:2]1[CH:3]=[CH:4][C:5]([C:8]([C:10]2[N:19]=[C:18]([NH:20][C:21]3[CH:25]=[C:24]([CH3:26])[NH:23][N:22]=3)[C:17]3[C:12](=[CH:13][CH:14]=[CH:15][CH:16]=3)[N:11]=2)=O)=[N:6][CH:7]=1.Cl.[O:28]([NH2:30])[CH3:29]>CCO>[CH3:29][O:28][N:30]=[C:8]([C:5]1[CH:4]=[CH:3][C:2]([F:1])=[CH:7][N:6]=1)[C:10]1[N:19]=[C:18]([NH:20][C:21]2[CH:25]=[C:24]([CH3:26])[NH:23][N:22]=2)[C:17]2[C:12](=[CH:13][CH:14]=[CH:15][CH:16]=2)[N:11]=1 |f:1.2|. Procedure: To a 0.3 M solution of (5-fluoropyridin-2-yl)(4-(5-methyl-1H-pyrazol-3-ylamino)quinazolin-2-yl)methanone from Example 1 in EtOH is added methoxylamine hydrochloride (2 equiv) and the mixture is heated to 60° C. for 30 min or until the reaction is substantially complete. The mixture is concentrated under reduced pressure and the residue is purified by chromatography to afford (5-fluoropyridin-2-yl)(4-(5-methyl-1H-pyrazol-3-ylamino)quinazolin-2-yl)methanone O-methyl oxime. LC-MS (ESI) m/z 377 (M+H... Starting materials: CS(C)=O, COc1cc(CCl)ccc1Cl, N#C[Na], O. Yields the product COc1cc(CC#N)ccc1Cl. As a reaction SMILES: [CH3:16][S:17]([CH3:18])=[O:19].[Cl:1][c:2]1[c:3]([O:10][CH3:11])[cH:4][c:5]([CH2:8][Cl:9])[cH:6][cH:7]1.[Na:12][C:13]#[N:14].[OH2:15]>>[Cl:1][c:2]1[c:3]([O:10][CH3:11])[cH:4][c:5]([CH2:8][C:13]#[N:14])[cH:6][cH:7]1. The reactants are FC(C1=C(C=CC=C1)NC(CC)=O)(F)F (N-(2-trifluoromethylphenyl)-propanamide), P(Cl)(Cl)(Cl)(Cl)Cl (phosphorus pentachloride). Solvent: C1(=CC=CC=C1)C (toluene), C1(=CC=CC=C1)C (toluene). The product is FC(C1=C(C=CC=C1)N=C(CC)Cl)(F)F (N-(2-trifluoromethylphenyl)-propanimidoyl chloride). The yield is 97.3%. Reaction SMILES: [F:1][C:2]([F:15])([F:14])[C:3]1[CH:8]=[CH:7][CH:6]=[CH:5][C:4]=1[NH:9][C:10](=O)[CH2:11][CH3:12].P(Cl)(Cl)(Cl)(Cl)[Cl:17]>C1(C)C=CC=CC=1>[F:1][C:2]([F:15])([F:14])[C:3]1[CH:8]=[CH:7][CH:6]=[CH:5][C:4]=1[N:9]=[C:10]([Cl:17])[CH2:11][CH3:12]. Procedure details: A solution of 18 g of the product of Step A in 150 ml of toluene was added over 15 minutes to a suspension of 19 g of phosphorus pentachloride in 23 ml of toluene and after gas evolution ceased, the mixture was refluxed for 11/2 hours. The toluene was evaporated under reduced pressure to obtain 19 g of N-(2-trifluoromethylphenyl)-propanimidoyl chloride in the form of a yellow oil which was used as is for the next step. The reactants are CC(C)O, C[Si](C)(C)C#Cc1cccc([N+](=O)[O-])c1. The product is C[Si](C)(C)C#Cc1cccc(N)c1. As a reaction SMILES: [CH3:16][CH:17]([OH:18])[CH3:19].[CH3:1][Si:2]([CH3:3])([CH3:4])[C:5]#[C:6][c:7]1[cH:8][c:9]([N+:13]([O-:14])=[O:15])[cH:10][cH:11][cH:12]1>>[CH3:1][Si:2]([CH3:3])([CH3:4])[C:5]#[C:6][c:7]1[cH:8][c:9]([NH2:13])[cH:10][cH:11][cH:12]1.